This data is from the Open Reaction Database (ORD), a public repository of structured organic reaction records. The task is: describe an organic reaction: reactants, conditions, products, and yield Reactants: CO, Cl, COC(=O)c1cc([N+](=O)[O-])cc([N+](=O)[O-])c1. Yields the product COC(=O)c1cc(OC)cc([N+](=O)[O-])c1. RXN SMILES: [CH3:18][OH:19].[ClH:17].[N+:1](=[O:2])([O-:3])[c:4]1[cH:5][c:6]([C:7](=[O:8])[O:9][CH3:10])[cH:11][c:12]([N+:14]([O-:15])=[O:16])[cH:13]1>>[N+:1](=[O:2])([O-:3])[c:4]1[cH:5][c:6]([C:7](=[O:8])[O:9][CH3:10])[cH:11][c:12]([O:19][CH3:18])[cH:13]1. Reactants: CCCCCC, [Cl-], O=Cc1ccc(F)cc1, [NH4+], C1CCOC1, CC(C)(C)C(=O)Nc1ccccn1. The product is CC(C)(C)C(=O)Nc1ncccc1C(O)c1ccc(F)cc1. Reaction SMILES: [CH3:14][CH2:15][CH2:16][CH2:17][CH2:18][CH3:19].[Cl-:29].[F:20][c:21]1[cH:22][cH:23][c:24]([CH:25]=[O:26])[cH:27][cH:28]1.[NH4+:30].[O:31]1[CH2:32][CH2:33][CH2:34][CH2:35]1.[n:1]1[c:2]([NH:7][C:8]([C:9]([CH3:10])([CH3:11])[CH3:12])=[O:13])[cH:3][cH:4][cH:5][cH:6]1>>[n:1]1[c:2]([NH:7][C:8]([C:9]([CH3:10])([CH3:11])[CH3:12])=[O:13])[c:3]([CH:25]([c:24]2[cH:23][cH:22][c:21]([F:20])[cH:28][cH:27]2)[OH:26])[cH:4][cH:5][cH:6]1. Starting materials: CCOC(C)=O, ClCCl, Cc1ccsc1-c1cn(CCCCO)c(=O)[nH]c1=O. Product: Cc1ccsc1-c1cn(CCCC=O)c(=O)[nH]c1=O. Reaction SMILES: [CH3:20][CH2:21][O:22][C:23](=[O:24])[CH3:25].[Cl:26][CH2:27][Cl:28].[OH:1][CH2:2][CH2:3][CH2:4][CH2:5][n:6]1[c:7](=[O:19])[nH:8][c:9](=[O:18])[c:10](-[c:12]2[s:13][cH:14][cH:15][c:16]2[CH3:17])[cH:11]1>>[O:1]=[CH:2][CH2:3][CH2:4][CH2:5][n:6]1[c:7](=[O:19])[nH:8][c:9](=[O:18])[c:10](-[c:12]2[s:13][cH:14][cH:15][c:16]2[CH3:17])[cH:11]1. Starting materials: C1=CC=C(C=C1)P(C2=CC=CC=C2)C3=CC=CC=C3 (PPh3), CCOC(=O)/N=N/C(=O)OCC (DEAD), CCOC(=O)/N=N/C(=O)OCC (DEAD), solution, CC1(OCC(CO1)O)C (2,2-dimethyl-[1,3]dioxan-5-ol), C(C)C1=C(C(=CC(=C1)C1=NOC(=N1)C1=CC(=CC(=C1)C)CN(C)CC)C)O (2-ethyl-4-(5-{3-[(ethyl-methyl-amino)-methyl]-5-methyl-phenyl}-[1,2,4]oxadiazol-3-yl)-6-methyl-phenol), C1=CC=C(C=C1)P(C2=CC=CC=C2)C3=CC=CC=C3 (PPh3). The solvent is C1(=CC=CC=C1)C (toluene), C1CCOC1 (THF). Run at time 16 hour. Yields the product C(C)N(C)CC=1C=C(C=C(C1)C)C1=NC(=NO1)C1=CC(=C(OC(CO)CO)C(=C1)C)C (2-[4-(5-{3-[(ethyl-methyl-amino)-methyl]-5-methyl-phenyl}-[1,2,4]oxadiazol-3-yl)-2,6-dimethyl-phenoxy]-propane-1,3-diol), C(=O)[O-] (formate). As a reaction SMILES: [CH2:1]([C:3]1[CH:8]=[C:7]([C:9]2[N:13]=[C:12]([C:14]3[CH:19]=[C:18]([CH3:20])[CH:17]=[C:16]([CH2:21][N:22]([CH2:24][CH3:25])[CH3:23])[CH:15]=3)[O:11][N:10]=2)[CH:6]=[C:5]([CH3:26])[C:4]=1[OH:27])C.C1C=CC(P(C2C=CC=CC=2)C2C=CC=CC=2)=CC=1.CC1(C)[O:53][CH2:52][CH:51](O)[CH2:50][O:49]1.CC[O:58][C:59](/N=N/C(OCC)=O)=[O:60]>C1COCC1.C1(C)C=CC=CC=1>[CH2:24]([N:22]([CH2:21][C:16]1[CH:15]=[C:14]([C:12]2[O:11][N:10]=[C:9]([C:7]3[CH:8]=[C:3]([CH3:1])[C:4]([O:27][CH:51]([CH2:52][OH:53])[CH2:50][OH:49])=[C:5]([CH3:26])[CH:6]=3)[N:13]=2)[CH:19]=[C:18]([CH3:20])[CH:17]=1)[CH3:23])[CH3:25].[CH:59]([O-:60])=[O:58]. Procedure: To a solution of 2-ethyl-4-(5-{3-[(ethyl-methyl-amino)-methyl]-5-methyl-phenyl}-[1,2,4]oxadiazol-3-yl)-6-methyl-phenol (100 mg, 273 μmol) in THF (2 mL), PPh3 (107 mg, 409 μmol) followed by 2,2-dimethyl-[1,3]dioxan-5-ol (54 mg, 409 μmol) was added. The mixture was stirred at 0° C. for 10 min before DEAD (178 mg, 409 μmol, 188 μL of a 40% solution in toluene) was added. Stirring was continued at rt for 16 h. Another portion of PPh3 (107 mg, 409 μmol) and DEAD (178 mg, 409 μmol) was added and the m... Reactants: Cl[Si](C)(C)C (Chlorotrimethylsilane), C(C)(=O)C=1C=C(C(=C(C1)NC(C)=O)OCOC)C(C)(C)C (N1-[5-acetyl-3-(tert-butyl)-2-(methoxymethoxy)phenyl]acetamide), [I-].[Na+] (sodium iodide), C(O)([O-])=O.[Na+] (sodium hydrogencarbonate), ice. Solvent: O1CCCC1 (tetrahydrofuran). Run at time 1 hour. Yields the product C(C)(=O)C=1C=C(C(=C(C1)NC(C)=O)O)C(C)(C)C (N1-[5-Acetyl-3-(tert-butyl)-2-hydroxyphenyl]acetamide). Yield: 63.7%. As a reaction SMILES: Cl[Si](C)(C)C.[C:6]([C:9]1[CH:10]=[C:11]([C:23]([CH3:26])([CH3:25])[CH3:24])[C:12]([O:19]COC)=[C:13]([NH:15][C:16](=[O:18])[CH3:17])[CH:14]=1)(=[O:8])[CH3:7].[I-].[Na+].C(=O)([O-])O.[Na+]>O1CCCC1>[C:6]([C:9]1[CH:10]=[C:11]([C:23]([CH3:26])([CH3:25])[CH3:24])[C:12]([OH:19])=[C:13]([NH:15][C:16](=[O:18])[CH3:17])[CH:14]=1)(=[O:8])[CH3:7] |f:2.3,4.5|. Procedure: Chlorotrimethylsilane (36.5 ml, 288 mmol) was added dropwise to a solution of the N1-[5-acetyl-3-(tert-butyl)-2-(methoxymethoxy)phenyl]acetamide (56.2 g, 192 mmol) and sodium iodide (43.1 g, 288 mmol) in tetrahydrofuran (300 ml) under a nitrogen atmosphere while cooling on ice, and then the mixture was stirred at the same temperature for 10 minutes and at room temperature for 1 hour. The reaction mixture was poured into a saturated aqueous sodium hydrogencarbonate (400 ml)-ice (300 ml) mixed sol... Reactants: CO, Nc1ccccc1, O=Cc1cc2c(cc1O)CCCO2. Yields the product Oc1cc2c(cc1CNc1ccccc1)OCCC2. RXN SMILES: [CH3:21][OH:22].[NH2:14][c:15]1[cH:16][cH:17][cH:18][cH:19][cH:20]1.[OH:1][c:2]1[c:3]([CH:12]=[O:13])[cH:4][c:5]2[c:6]([cH:11]1)[CH2:7][CH2:8][CH2:9][O:10]2>>[OH:1][c:2]1[c:3]([CH2:12][NH:14][c:15]2[cH:16][cH:17][cH:18][cH:19][cH:20]2)[cH:4][c:5]2[c:6]([cH:11]1)[CH2:7][CH2:8][CH2:9][O:10]2. Reagents/catalysts: O.O.O.O.O.O.[Ni](Cl)Cl (nickel chloride hexahydrate). The reactants are FC=1C=C(C=CC1F)C(C)NC(C1=CC=NC=C1)C1=CC(=CC=C1)[N+](=O)[O-] (N-[1-(3,4-difluorophenyl)ethyl]-N-[(3-nitrophenyl)(pyridin-4-yl)methyl]amine), [BH4-].[Na+] (sodium borohydride). Procedure: Following a similar reaction, separation and purification procedure to that described in Example (1b). 2.07 g of N-[1-(3,4-difluorophenyl)ethyl]-N-[(3-nitrophenyl)(pyridin-4-yl)methyl]amine [prepared as described in step (a) above], 2.66 g of nickel chloride hexahydrate and 848 mg of sodium borohydride were reacted, to obtain 684 mg of the title compound as a colorless oil. RXN SMILES: [F:1][C:2]1[CH:3]=[C:4]([CH:9]([NH:11][CH:12]([C:19]2[CH:24]=[CH:23][CH:22]=[C:21]([N+:25]([O-])=O)[CH:20]=2)[C:13]2[CH:18]=[CH:17][N:16]=[CH:15][CH:14]=2)[CH3:10])[CH:5]=[CH:6][C:7]=1[F:8].[BH4-].[Na+]>O.O.O.O.O.O.[Ni](Cl)Cl>[F:1][C:2]1[CH:3]=[C:4]([CH:9]([NH:11][CH:12]([C:13]2[CH:18]=[CH:17][N:16]=[CH:15][CH:14]=2)[C:19]2[CH:20]=[C:21]([NH2:25])[CH:22]=[CH:23][CH:24]=2)[CH3:10])[CH:5]=[CH:6][C:7]=1[F:8] |f:1.2,3.4.5.6.7.8.9|. Isolated yield 36.0%. The product is FC=1C=C(C=CC1F)C(C)NC(C=1C=C(C=CC1)N)C1=CC=NC=C1 (3{[1-(3,4-Difluorophenyl)ethylamino]-(pyridin-4-yl)methyl}phenylamine). Reactants: C(C)(=O)N(C1=C(C=CC=C1C)C)CCC(=O)O (N-acetyl-3-(2,6-dimethylanilino)propionic acid), C(C)C1=C(NCCCC(=O)OCC)C(=CC=C1)C (ethyl 4-(2-ethyl-6-methylanilino)butyrate). Product: C(C)(=O)N(C1=C(C=CC=C1C)C)CCC(=O)N(C1=C(C=CC=C1C)CC)CCCC(=O)OCC (ethyl N-[N-acetyl-3-(2,6-dimethylanilino)propionyl]-4-(2-ethyl-6-methylanilino)butyrate). Reaction SMILES: [C:1]([N:4]([CH2:13][CH2:14][C:15]([OH:17])=O)[C:5]1[C:10]([CH3:11])=[CH:9][CH:8]=[CH:7][C:6]=1[CH3:12])(=[O:3])[CH3:2].[CH2:18]([C:20]1[CH:34]=[CH:33][CH:32]=[C:31]([CH3:35])[C:21]=1[NH:22][CH2:23][CH2:24][CH2:25][C:26]([O:28][CH2:29][CH3:30])=[O:27])[CH3:19]>>[C:1]([N:4]([CH2:13][CH2:14][C:15]([N:22]([CH2:23][CH2:24][CH2:25][C:26]([O:28][CH2:29][CH3:30])=[O:27])[C:21]1[C:31]([CH3:35])=[CH:32][CH:33]=[CH:34][C:20]=1[CH2:18][CH3:19])=[O:17])[C:5]1[C:6]([CH3:12])=[CH:7][CH:8]=[CH:9][C:10]=1[CH3:11])(=[O:3])[CH3:2]. Reported procedure: Analogously to Example 1, by using equivalent quantities, reacting N-acetyl-3-(2,6-dimethylanilino)propionic acid and ethyl 4-(2-ethyl-6-methylanilino)butyrate and suitable processing produces ethyl N-[N-acetyl-3-(2,6-dimethylanilino)propionyl]-4-(2-ethyl-6-methylanilino)butyrate (oil), saponification of which and processing of the reaction product yields N-[N-acetyl-3-(2,6-dimethylanilino)propionyl]-4-(2-ethyl-6-methylanilino)butyric acid (M.P. 139° to 141°). Reactants: CN(C=O)C (N,N-Dimethylformamide), ClC1=CC(=CC(=N1)NC=1SC(=CN1)C#N)CO (2-(6-Chloro-4-hydroxymethyl-pyridin-2-ylamino)-thiazole-5-carbonitrile), P(=O)(Cl)(Cl)Cl (phosphorous oxychloride). Solvent: C(Cl)Cl (CH2Cl2). Yields the product ClC1=CC(=CC(=N1)NC=1SC(=CN1)C#N)CCl (2-{[6-chloro-4-(chloromethyl)pyridin-2-yl]amino}-1,3-thiazole-5-carbonitrile). RXN SMILES: [Cl:1][C:2]1[N:7]=[C:6]([NH:8][C:9]2[S:10][C:11]([C:14]#[N:15])=[CH:12][N:13]=2)[CH:5]=[C:4]([CH2:16]O)[CH:3]=1.CN(C)C=O.P(Cl)(Cl)([Cl:25])=O>C(Cl)Cl>[Cl:1][C:2]1[N:7]=[C:6]([NH:8][C:9]2[S:10][C:11]([C:14]#[N:15])=[CH:12][N:13]=2)[CH:5]=[C:4]([CH2:16][Cl:25])[CH:3]=1. Procedure details: 2-{[6-Chloro-4-(hydroxymethyl)pyridin-2-yl]amino}-1,3-thiazole-5-carbonitrile 11-7 (0.132 g, 0.49 mmol) was stirred in anhydrous CH2Cl2 (2 mL) under N2. N,N-Dimethylformamide (0.038 mL, 0.49 mmol) was added followed by the addition of phosphorous oxychloride (0.046 mL, 0.49 mmol). After 2.5 hours the reaction was concentrated and quenched by the addition of saturated NaHCO3 (aq). A precipitate formed which was filtered and washed with water to afford 2-{[6-chloro-4-(chloromethyl)pyridin-2-yl]ami... Reactants: CN(C(=N)N(C)C)C (1,1,3,3-Tetramethylguanidine), COC(=O)C(NC(=O)OCC1=CC=CC=C1)P(=O)(OC)OC (N-(benzyloxycarbonyl)-α-phophonoglycine trimethyl ester), C[Si](CCS(=O)(=O)N1C=CC2=CC(=CC=C12)C=O)(C)C (1-(2-trimethylsilanyl-ethanesulfonyl)-1H-indole-5-carbaldehyde). The solvent is O1CCCC1 (tetrahydrofuran), O1CCCC1 (tetrahydrofuran). Reaction conditions: time 15 minute. Yields the product COC(C(=CC=1C=C2C=CN(C2=CC1)S(=O)(=O)CC[Si](C)(C)C)NC(=O)OCC1=CC=CC=C1)=O (2-Benzyloxycarbonylamino-3-[1-(2-trimethylsilanyl-ethanesulfonyl)-1H-indol-5-yl]-acrylic acid methyl ester). RXN SMILES: CN(C)C(N(C)C)=N.[CH3:9][O:10][C:11]([CH:13](P(OC)(OC)=O)[NH:14][C:15]([O:17][CH2:18][C:19]1[CH:24]=[CH:23][CH:22]=[CH:21][CH:20]=1)=[O:16])=[O:12].[CH3:31][Si:32]([CH3:50])([CH3:49])[CH2:33][CH2:34][S:35]([N:38]1[C:46]2[C:41](=[CH:42][C:43]([CH:47]=O)=[CH:44][CH:45]=2)[CH:40]=[CH:39]1)(=[O:37])=[O:36]>O1CCCC1>[CH3:9][O:10][C:11](=[O:12])[C:13]([NH:14][C:15]([O:17][CH2:18][C:19]1[CH:20]=[CH:21][CH:22]=[CH:23][CH:24]=1)=[O:16])=[CH:47][C:43]1[CH:42]=[C:41]2[C:46](=[CH:45][CH:44]=1)[N:38]([S:35]([CH2:34][CH2:33][Si:32]([CH3:31])([CH3:50])[CH3:49])(=[O:36])=[O:37])[CH:39]=[CH:40]2. Reported procedure: 1,1,3,3-Tetramethylguanidine (0.68 mL, 5.43 mmol) was added at room temperature to a solution of N-(benzyloxycarbonyl)-α-phophonoglycine trimethyl ester (1.88 g, 5.69 mmol) in tetrahydrofuran (40 mL). The mixture was stirred at room temperature for 15 min and cooled to −78° C., and a solution of 1-(2-trimethylsilanyl-ethanesulfonyl)-1H-indole-5-carbaldehyde (1.6 g, 5.17 mmol) in tetrahydrofuran (15 mL) was added slowly. The resulting reaction mixture was stirred at −78° C. for 2 h and then warme...